This data is from the Open Reaction Database (ORD), a public repository of structured organic reaction records. The task is: describe an organic reaction: reactants, conditions, products, and yield Reactants: BrC1=CC=C(C=N1)C(CC)=O (1-(6-bromo-pyridin-3-yl)-propan-1-one), CC(C)(C)[S@@](=O)N ((R)-(+)-2-methyl-2-propanesulfinamide), ketone, S(=O)(=O)([O-])[O-].[Mg+2] (magnesium sulfate), ketone, ethyl acetate-hexanes, O (water). The reagents and catalysts are CC([O-])C.[Ti+4].CC([O-])C.CC([O-])C.CC([O-])C (titanium isopropoxide). Solvent: ClC(C)Cl (dichloroethane), ClCCl (dichloromethane). Conditions: time 10 minute. Yields the product BrC1=CC=C(C=N1)\C(\CC)=N\S(=O)C(C)(C)C (2-methyl-propane-2-sulfinic acid [1-(6-bromo-pyridin-3-yl)-prop-(E)-ylidene]-amide). RXN SMILES: [Br:1][C:2]1[N:7]=[CH:6][C:5]([C:8](=O)[CH2:9][CH3:10])=[CH:4][CH:3]=1.[CH3:12][C:13]([S@:16]([NH2:18])=[O:17])([CH3:15])[CH3:14].O.S([O-])([O-])(=O)=O.[Mg+2]>ClC(Cl)C.ClCCl.CC(C)[O-].[Ti+4].CC(C)[O-].CC(C)[O-].CC(C)[O-]>[Br:1][C:2]1[N:7]=[CH:6][C:5](/[C:8](=[N:18]/[S:16]([C:13]([CH3:15])([CH3:14])[CH3:12])=[O:17])/[CH2:9][CH3:10])=[CH:4][CH:3]=1 |f:3.4,7.8.9.10.11|. Procedure details: A mixture of 1-(6-bromo-pyridin-3-yl)-propan-1-one (11.8 g, 55.1 mmol), (R)-(+)-2-methyl-2-propanesulfinamide (8.0 g, 66 mmol) and titanium isopropoxide (18.0 mL, 61.4 mmol) in dichloroethane (65 mL) was warmed at reflux for 2 days. The reaction was monitored by TLC (ethyl acetate-hexanes 2:8) indicating a new more polar product than starting ketone, however ketone was still evident. The mixture was diluted with first dichloromethane (600 mL) and then water (15 mL) was added. The mixture was sti...